From a dataset of the Open Reaction Database (ORD), a public repository of structured organic reaction records. describe an organic reaction: reactants, conditions, products, and yield Reactants: C[Si](C#CC=1C=C(C=CC1)O)(C)C (3-(2-trimethylsilylethynyl)phenol), N(=[N+]=[N-])C=1C=C(C=CC1)O (3-azidophenol), CuBr, N1=C(C=CC=C1)C1=NC=CC=C1 (2,2′-bipyridyl). The solvent is CCOC(=O)C (EtOAc), CN(C)C=O (DMF). Run at temperature 80 celsius. The product is OC=1C=C(C=CC1)N1N=NC(=C1)C1=CC(=CC=C1)O (1,4-Bis(3-hydroxyphenyl)-1,2,3-triazole). Yield: 69.5%. Reaction SMILES: C[Si](C)(C)[C:3]#[C:4][C:5]1[CH:6]=[C:7]([OH:11])[CH:8]=[CH:9][CH:10]=1.[N:14]([C:17]1[CH:18]=[C:19]([OH:23])[CH:20]=[CH:21][CH:22]=1)=[N+:15]=[N-:16].N1C=CC=CC=1C1C=CC=CN=1>CN(C=O)C.CCOC(C)=O>[OH:23][C:19]1[CH:18]=[C:17]([N:14]2[CH:3]=[C:4]([C:5]3[CH:10]=[CH:9][CH:8]=[C:7]([OH:11])[CH:6]=3)[N:16]=[N:15]2)[CH:22]=[CH:21][CH:20]=1. Reported procedure: To 3-TMSE-phenol (4.0 g, 21.02 mmol) in 35 mL of DMF were added 3-azidophenol (3.41 g, 25.2 mmol), CuBr (153 mg, 1.05 mmol), and 2,2′-bipyridyl (328 mg, 2.10 mmol). The mixture was heated at 80° C. for 24 h, cooled to room temperature, then diluted with 250 mL of EtOAc. The combined organic mixture washed with water, and dried over MgSO4. Solvents were removed by rotary evaporation, and the residue was recrystallized in acetic acid/water to give 3.70 g (70% yield) of a brown crystalline solid. 1... The reactants are C(C)OC([C@](CCC1=CC=C(C=C1)OCCCCCCC)(CC)N)=O ((R)-2-amino-2-ethyl-4-(4-heptyloxy-phenyl)-butyric acid ethyl ester), p-formaldehyde, [BH3-]C#N.[Na+] (NaBH3CN). The solvent is ClCCl (dichloromethane), C(=O)O (formic acid). Yields the product C(C)[C@](CO)(CCC1=CC=C(C=C1)OCCCCCCC)NC ((R)-2-Ethyl-4-(4-heptyloxy-phenyl)-2-methylamino-butan-1-ol). As a reaction SMILES: C([O:3][C:4](=O)[C@@:5]([NH2:24])([CH2:22][CH3:23])[CH2:6][CH2:7][C:8]1[CH:13]=[CH:12][C:11]([O:14][CH2:15][CH2:16][CH2:17][CH2:18][CH2:19][CH2:20][CH3:21])=[CH:10][CH:9]=1)C.[BH3-][C:27]#N.[Na+]>ClCCl.C(O)=O>[CH2:22]([C@@:5]([NH:24][CH3:27])([CH2:6][CH2:7][C:8]1[CH:13]=[CH:12][C:11]([O:14][CH2:15][CH2:16][CH2:17][CH2:18][CH2:19][CH2:20][CH3:21])=[CH:10][CH:9]=1)[CH2:4][OH:3])[CH3:23] |f:1.2|. Reported procedure: (R)-2-amino-2-ethyl-4-(4-heptyloxy-phenyl)-butyric acid ethyl ester (175 mg; 0.5 mmol) is dissolved in dichloromethane (2) and formic acid (100 μl), p-formaldehyde (100 μl; 30% in water) and NaBH3CN are added. After 1 hour at RT the reaction mixture is extracted with saturated aqueous NaHCO3 solution and the organic layer is dried over MgSO4 and purified on silica gel using n-hexanetethyl acetate (1/1→1/9) as mobile phase.